From a dataset of the Open Reaction Database (ORD), a public repository of structured organic reaction records. describe an organic reaction: reactants, conditions, products, and yield Reactants: BrC=1C=NC=2N(C1)N=C(C2)C(=O)N2C(C1=C(CC2)C=CN1)C ((6-Bromo-pyrazolo[1,5-a]pyrimidin-2-yl)-(7-methyl-1,4,5,7-tetrahydro-pyrrolo[2,3-c]pyridin-6-yl)-methanone), CC1NCCC2=C1N=CO2 (4-methyl-4,5,6,7-tetrahydro-oxazolo[4,5-c]pyridine). The product is BrC=1C=NC=2N(C1)N=C(C2)C(=O)N2C(C1=C(CC2)OC=N1)C ((6-Bromo-pyrazolo[1,5-a]pyrimidin-2-yl)-(4-methyl-6,7-dihydro-4H-oxazolo[4,5-c]pyridin-5-yl)-methanone). Reaction SMILES: [Br:1][C:2]1[CH:3]=[N:4][C:5]2[N:6]([N:8]=[C:9]([C:11]([N:13]3[CH2:18][CH2:17][C:16]4C=[CH:20][NH:21][C:15]=4[CH:14]3[CH3:22])=[O:12])[CH:10]=2)[CH:7]=1.CC1C2N=C[O:32]C=2CCN1>>[Br:1][C:2]1[CH:3]=[N:4][C:5]2[N:6]([N:8]=[C:9]([C:11]([N:13]3[CH2:18][CH2:17][C:16]4[O:32][CH:20]=[N:21][C:15]=4[CH:14]3[CH3:22])=[O:12])[CH:10]=2)[CH:7]=1. Procedure: (6-Bromo-pyrazolo[1,5-a]pyrimidin-2-yl)-(7-methyl-1,4,5,7-tetrahydro-pyrrolo[2,3-c]pyridin-6-yl)-methanone is reacted with 4-methyl-4,5,6,7-tetrahydro-oxazolo[4,5-c]pyridine to provide the title compound. Reactants: BrCCC1=CC=C(C=C1)[N+](=O)[O-] (1-(2-bromo-ethyl)-4-nitro-benzene), N1CCOCC1 (morpholine), [I-].[Na+] (sodium iodide). Run in CN(C(C)=O)C (N,N-dimethylacetamide), CCOC(=O)C (EtOAc). Conditions: temperature 80 celsius. Yields the product [N+](=O)([O-])C1=CC=C(C=C1)CCN1CCOCC1 (4-[2-(4-Nitro-phenyl)-ethyl]-morpholine). As a reaction SMILES: Br[CH2:2][CH2:3][C:4]1[CH:9]=[CH:8][C:7]([N+:10]([O-:12])=[O:11])=[CH:6][CH:5]=1.[NH:13]1[CH2:18][CH2:17][O:16][CH2:15][CH2:14]1.[I-].[Na+]>CN(C)C(=O)C.CCOC(C)=O>[N+:10]([C:7]1[CH:8]=[CH:9][C:4]([CH2:3][CH2:2][N:13]2[CH2:18][CH2:17][O:16][CH2:15][CH2:14]2)=[CH:5][CH:6]=1)([O-:12])=[O:11] |f:2.3|. Procedure: A mixture of 1-(2-bromo-ethyl)-4-nitro-benzene (0.740 g, 3.22 mmol), morpholine (0.840 mL, 9.65 mmol), and sodium iodide (0.480 g, 3.22 mmol) in N,N-dimethylacetamide (3 mL) was heated at 80° C. for 10 min. The mixture was diluted with 30 mL EtOAc and washed with H2O (2×30 mL) and brine (30 mL) and dried over Na2SO4 to give the title compound as a yellow oil of sufficient purity to use in the next step. Mass spectrum (ESI, m/z): Calcd. for C12H16N2O3, 237.1 (M+H). found 237.2. RXN SMILES: [NH:1]([CH:8]([C:15]1[CH:20]=[CH:19][C:18]([Cl:21])=[CH:17][CH:16]=1)[CH2:9][CH2:10][CH2:11][C:12](O)=[O:13])[C:2]1[CH:7]=[CH:6][CH:5]=[CH:4][CH:3]=1.N1C=CC=CC=1.C(OC(=O)C)(=O)C>C1(C)C=CC=CC=1>[Cl:21][C:18]1[CH:19]=[CH:20][C:15]([CH:8]2[N:1]([C:2]3[CH:7]=[CH:6][CH:5]=[CH:4][CH:3]=3)[C:12](=[O:13])[CH2:11][CH2:10][CH2:9]2)=[CH:16][CH:17]=1. Run in C1(=CC=CC=C1)C (toluene). Reactants: N(C1=CC=CC=C1)C(CCCC(=O)O)C1=CC=C(C=C1)Cl (5-anilino-5-(4-chlorophenyl)pentanoic acid), N1=CC=CC=C1 (pyridine), C(C)(=O)OC(C)=O (acetic anhydride). Isolated yield 80.3%. Run at time 1.5 hour. Yields the product ClC1=CC=C(C=C1)C1CCCC(N1C1=CC=CC=C1)=O (6-(4-chlorophenyl)-1-phenyl-2-piperidone). Procedure details: (2)-(b) To a suspended solution of 2.0 g of 5-anilino-5-(4-chlorophenyl)pentanoic acid in 10 ml of toluene and 520 mg of pyridine was added 1.21 g of acetic anhydride at 25° C., and the solution was stirred at same temperature for 1.5 hours. Then, the reaction solution was treated in the same manner as in Example 1-(2)-(a) to give 1.51 g of 6-(4-chlorophenyl)-1-phenyl-2-piperidone. Reactants: [Br-], COCCCN1C(=O)COc2ccc(C=O)cc21, C[Mg+], C1CCOC1. Yields the product COCCCN1C(=O)COc2ccc(C(C)O)cc21. Reaction SMILES: [Br-:19].[CH3:1][O:2][CH2:3][CH2:4][CH2:5][N:6]1[C:7](=[O:18])[CH2:8][O:9][c:10]2[c:11]1[cH:12][c:13]([CH:16]=[O:17])[cH:14][cH:15]2.[CH3:20][Mg+:21].[O:22]1[CH2:23][CH2:24][CH2:25][CH2:26]1>>[CH3:1][O:2][CH2:3][CH2:4][CH2:5][N:6]1[C:7](=[O:18])[CH2:8][O:9][c:10]2[c:11]1[cH:12][c:13]([CH:16]([OH:17])[CH3:20])[cH:14][cH:15]2. Reactants: C(C)(C)(C)OC(=O)N1CCN(CC1)C1=NC=CC(=N1)OC(C)C1=C(C=CC=C1)Cl (4-{4-[1-(2-chloro-phenyl)-ethoxy]-pyrimidin-2-yl}-piperazine-1-carboxylic acid tert-butyl ester), FC(C(=O)O)(F)F (trifluoroacetic acid). Solvent: ClCCl (dichloromethane). Reaction conditions: time 1.5 hour. Yields the product ClC1=C(C=CC=C1)C(C)OC1=NC(=NC=C1)N1CCNCC1 (4-[1-(2-Chloro-phenyl)-ethoxy]-2-piperazin-1-yl-pyrimidine). Isolated yield 121.7%. Reaction SMILES: C(OC([N:8]1[CH2:13][CH2:12][N:11]([C:14]2[N:19]=[C:18]([O:20][CH:21]([C:23]3[CH:28]=[CH:27][CH:26]=[CH:25][C:24]=3[Cl:29])[CH3:22])[CH:17]=[CH:16][N:15]=2)[CH2:10][CH2:9]1)=O)(C)(C)C.FC(F)(F)C(O)=O>ClCCl>[Cl:29][C:24]1[CH:25]=[CH:26][CH:27]=[CH:28][C:23]=1[CH:21]([O:20][C:18]1[CH:17]=[CH:16][N:15]=[C:14]([N:11]2[CH2:12][CH2:13][NH:8][CH2:9][CH2:10]2)[N:19]=1)[CH3:22]. Procedure details: To a solution of 4-{4-[1-(2-chloro-phenyl)-ethoxy]-pyrimidin-2-yl}-piperazine-1-carboxylic acid tert-butyl ester (I-2b) (64.3 mg, 0.15 mmol) in 2.0 mL of dichloromethane was added trifluoroacetic acid (177.4 μL, 2.30 mmol) and the mixture was stirred for 1.5 h at ambient temperature. The reaction was concentrated, and the residue dissolved in 1 M HCl(aq) (10 mL). This was extracted with ethyl acetate (10 mL), separated, and the aqueous layer was adjusted to a pH of 12 using 5 M KOH(aq). This aqu... The reactants are COC(=O)c1ccccc1C(=O)N1CC(O)CO1, CS(=O)(=O)Cl, CCN(C(C)C)C(C)C, ClCCl. The product is COC(=O)c1ccccc1C(=O)N1CC(OS(C)(=O)=O)CO1. RXN SMILES: [CH3:1][O:2][C:3]([c:4]1[c:5]([C:10](=[O:11])[N:12]2[O:13][CH2:14][CH:15]([OH:17])[CH2:16]2)[cH:6][cH:7][cH:8][cH:9]1)=[O:18].[CH3:28][S:29]([Cl:30])(=[O:31])=[O:32].[CH:19]([N:20]([CH2:21][CH3:22])[CH:23]([CH3:24])[CH3:25])([CH3:26])[CH3:27].[Cl:33][CH2:34][Cl:35]>>[CH3:1][O:2][C:3]([c:4]1[c:5]([C:10](=[O:11])[N:12]2[O:13][CH2:14][CH:15]([O:17][S:29]([CH3:28])(=[O:31])=[O:32])[CH2:16]2)[cH:6][cH:7][cH:8][cH:9]1)=[O:18]. Starting materials: COC1=NC=CC(=C1)OC=1C=CC(=C(NC)C1)[N+](=O)[O-] (5-[(2-Methoxypyridin-4-yl)oxy]-N-methyl-2-nitroaniline), [Cl-].[NH4+] (ammonium chloride), C(C)O (ethanol). Reagents/catalysts: [Fe] (iron). The solvent is O (water). The product is COC1=NC=CC(=C1)OC=1C=C(C(=CC1)N)NC (4-[(2-Methoxypyridin-4-yl)oxy]-N2-methylbenzene-1,2-diamine). Isolated yield 99.3%. RXN SMILES: [CH3:1][O:2][C:3]1[CH:8]=[C:7]([O:9][C:10]2[CH:11]=[CH:12][C:13]([N+:18]([O-])=O)=[C:14]([CH:17]=2)[NH:15][CH3:16])[CH:6]=[CH:5][N:4]=1.[Cl-].[NH4+].C(O)C>[Fe].O>[CH3:1][O:2][C:3]1[CH:8]=[C:7]([O:9][C:10]2[CH:17]=[C:14]([NH:15][CH3:16])[C:13]([NH2:18])=[CH:12][CH:11]=2)[CH:6]=[CH:5][N:4]=1 |f:1.2|. Procedure details: The reaction and post-treatment were carried out according to Example (1b) using 5-[(2-methoxypyridin-4-yl)oxy]-N-methyl-2-nitroaniline produced in Example (16c) (3.90 g, 14.2 mmol), iron powder (3.96 g, 70.8 mmol), ammonium chloride (0.38 g, 7.08 mmol), ethanol (80 mL) and water (40 mL) to obtain the title compound (3.46 g, 99%) as a brown oil. Reactants: Br, CC(=O)O, COc1c(F)c(F)c(F)c2c1c(=O)c(C(=O)O)cn2C1CC1. The product is O=C(O)c1cn(C2CC2)c2c(F)c(F)c(F)c(O)c2c1=O. RXN SMILES: [BrH:23].[CH3:24][C:25](=[O:26])[OH:27].[CH:1]1([n:4]2[cH:5][c:6]([C:20](=[O:21])[OH:22])[c:7](=[O:19])[c:8]3[c:9]([O:17][CH3:18])[c:10]([F:16])[c:11]([F:15])[c:12]([F:14])[c:13]23)[CH2:2][CH2:3]1>>[CH:1]1([n:4]2[cH:5][c:6]([C:20](=[O:21])[OH:22])[c:7](=[O:19])[c:8]3[c:9]([OH:17])[c:10]([F:16])[c:11]([F:15])[c:12]([F:14])[c:13]23)[CH2:2][CH2:3]1.